Dataset: the Open Reaction Database (ORD), a public repository of structured organic reaction records. Task: describe an organic reaction: reactants, conditions, products, and yield RXN SMILES: [CH3:1][O:2][C:3]1[CH:12]=[CH:11][CH:10]=[C:9]2[C:4]=1[CH2:5][CH:6]([NH:13][CH2:14][CH2:15][CH2:16][CH2:17][N:18]1[C:22](=[O:23])[C:21]3([CH2:28][CH2:27][CH2:26][CH2:25][CH2:24]3)[CH2:20][C:19]1=[O:29])[CH2:7][O:8]2.I[CH2:31][CH2:32][CH3:33].[C:34](=[O:37])([O-:36])[O-].[K+].[K+].CN(C)C=[O:43]>O>[C:19]([OH:29])(=[O:43])[C:34]([OH:36])=[O:37].[CH2:31]([N:13]([CH2:14][CH2:15][CH2:16][CH2:17][N:18]1[C:22](=[O:23])[C:21]2([CH2:28][CH2:27][CH2:26][CH2:25][CH2:24]2)[CH2:20][C:19]1=[O:29])[CH:6]1[CH2:5][C:4]2[C:9](=[CH:10][CH:11]=[CH:12][C:3]=2[O:2][CH3:1])[O:8][CH2:7]1)[CH2:32][CH3:33] |f:2.3.4,7.8|. Yield: 83.0%. The solvent is O (water). Yields the product C(C(=O)O)(=O)O.C(CC)N(C1COC2=CC=CC(=C2C1)OC)CCCCN1C(CC2(C1=O)CCCCC2)=O ((+)-3-[4-[N-n-Propyl-N-(5-Methoxychroman-3-Yl)Amino]Butyl]-2,4-Dioxo-3-Azaspiro[4.5]Decane (Oxalate)). Starting materials: COC1=C2CC(COC2=CC=C1)NCCCCN1C(CC2(C1=O)CCCCC2)=O ((+)-3-[4-[N-(5-Methoxychroman-3-Yl)Amino]Butyl]-2,4-Dioxo-3-Azaspiro[4.5]Decane), ICCC (1-iodopropane), C([O-])([O-])=O.[K+].[K+] (potassium carbonate), CN(C=O)C (dimethylformamide). Procedure details: 1.5 mmol of the compound prepared in Example 1 are dissolved in 10 ml of dimethylformamide in the presence of 4.4 mmol of 1-iodopropane and 4.4 moles of potassium carbonate. After stirring for 24 hours at 60° C., the solvent is evaporated and the crude reaction mixture is taken up in 10 ml of water and extracted with dichloro-methane. The organic phase is dried and evaporated and the expected product is obtained after purification by chromatography on a silica column. It is salified with oxalic ... Run at temperature 60 celsius, time 24 hour. Starting materials: CS(=O)(=O)Cl (methanesulfonyl chloride), NC=1C=C2C(NC(N(C2=CC1)CCCCN1CCC(CC1)OC(C1=CC=CC=C1)C1=CC=CC=C1)=O)=O (6-amino-2,4-dioxo-1-[4-(4-diphenylmethoxypiperidino)butyl]-1,2,3,4-tetrahydroquinazoline). Yields the product Cl.O=C1N(C2=CC=C(C=C2C(N1)=O)NS(=O)(=O)C)CCCCN1CCC(CC1)OC(C1=CC=CC=C1)C1=CC=CC=C1 (N-[2,4-Dioxo-1-[4-(4-diphenylmethoxypiperidino)butyl]-1,2,3,4-tetrahydroquinazolin-6-yl]methanesulfonamide hydrochloride). Isolated yield 54.2%. As a reaction SMILES: [CH3:1][S:2]([Cl:5])(=[O:4])=[O:3].[NH2:6][C:7]1[CH:8]=[C:9]2[C:14](=[CH:15][CH:16]=1)[N:13]([CH2:17][CH2:18][CH2:19][CH2:20][N:21]1[CH2:26][CH2:25][CH:24]([O:27][CH:28]([C:35]3[CH:40]=[CH:39][CH:38]=[CH:37][CH:36]=3)[C:29]3[CH:34]=[CH:33][CH:32]=[CH:31][CH:30]=3)[CH2:23][CH2:22]1)[C:12](=[O:41])[NH:11][C:10]2=[O:42]>>[ClH:5].[O:41]=[C:12]1[NH:11][C:10](=[O:42])[C:9]2[C:14](=[CH:15][CH:16]=[C:7]([NH:6][S:2]([CH3:1])(=[O:4])=[O:3])[CH:8]=2)[N:13]1[CH2:17][CH2:18][CH2:19][CH2:20][N:21]1[CH2:26][CH2:25][CH:24]([O:27][CH:28]([C:35]2[CH:36]=[CH:37][CH:38]=[CH:39][CH:40]=2)[C:29]2[CH:34]=[CH:33][CH:32]=[CH:31][CH:30]=2)[CH2:23][CH2:22]1 |f:2.3|. Reported procedure: Using the method similar to that in Example 43 and methanesulfonyl chloride (190 ml, 2.45 mmol) instead of ethylmalonyl chloride and starting from 6-amino-2,4-dioxo-1-[4-(4-diphenylmethoxypiperidino)butyl]-1,2,3,4-tetrahydroquinazoline (1.02 g, 2.05 mmol) obtained in Example 40, a free salt of the title compound (681 mg, 58%) was synthesized. Recrystallization from ethyl acetate yielded a colorless crystal having a melting point of 204 to 205° C. Starting materials: ClC1=C(C=CC=C1)N1CCC(CC1)COC1=C(C#N)C(=CC=C1)F (2-[1-(2-Chlorophenyl)piperidin-4-ylmethoxy]-6-fluorobenzonitrile), C(O)(O)=O.NC(=N)N (guanidine carbonate). The solvent is CC(=O)N(C)C (dimethylacetamide), O (water). Run at time 45 minute. Product: ClC1=C(C=CC=C1)N1CCC(CC1)COC1=C2C(=NC(=NC2=CC=C1)N)N (5-[1-(2-chlorophenyl)-piperidin-4-ylmethoxy)quinazoline-2,4-diamine). Isolated yield 28.9%. RXN SMILES: [Cl:1][C:2]1[CH:7]=[CH:6][CH:5]=[CH:4][C:3]=1[N:8]1[CH2:13][CH2:12][CH:11]([CH2:14][O:15][C:16]2[CH:23]=[CH:22][CH:21]=[C:20](F)[C:17]=2[C:18]#[N:19])[CH2:10][CH2:9]1.C(=O)(O)O.[NH2:29][C:30]([NH2:32])=[NH:31]>CC(N(C)C)=O.O>[Cl:1][C:2]1[CH:7]=[CH:6][CH:5]=[CH:4][C:3]=1[N:8]1[CH2:9][CH2:10][CH:11]([CH2:14][O:15][C:16]2[CH:23]=[CH:22][CH:21]=[C:20]3[C:17]=2[C:18]([NH2:19])=[N:31][C:30]([NH2:32])=[N:29]3)[CH2:12][CH2:13]1 |f:1.2|. Procedure: 2-[1-(2-Chlorophenyl)piperidin-4-ylmethoxy]-6-fluorobenzonitrile (0.28 g; 0.81 mmol) and guanidine carbonate (0.293 mg; 1.6 mmol) were heated at 140° C. in dimethylacetamide for 2 days, then cooled back to room temperature. The reaction mixture was diluted with water, stirred for 45 minutes, filtered, triturated with ethanol, and filtered. Solids were dried to afford 90 milligrams of 5-[1-(2-chlorophenyl)-piperidin-4-ylmethoxy)quinazoline-2,4-diamine (29% yield).